Dataset: the Open Reaction Database (ORD), a public repository of structured organic reaction records. Task: describe an organic reaction: reactants, conditions, products, and yield The reactants are O=C([O-])[O-], CCOC(=O)C(C)(C)Oc1ccc(O)cc1C, CC#N, Cc1nc(-c2ccc(C(F)(F)F)c(F)c2)ccc1CCl, [Cs+], [Cs+]. Yields the product CCOC(=O)C(C)(C)Oc1ccc(OCc2ccc(-c3ccc(C(F)(F)F)c(F)c3)nc2C)cc1C. RXN SMILES: [C:38](=[O:39])([O-:40])[O-:41].[CH2:1]([CH3:2])[O:3][C:4]([C:5]([CH3:6])([CH3:7])[O:8][c:9]1[c:10]([CH3:16])[cH:11][c:12]([OH:15])[cH:13][cH:14]1)=[O:17].[CH3:44][C:45]#[N:46].[Cl:18][CH2:19][c:20]1[c:21]([CH3:37])[n:22][c:23](-[c:26]2[cH:27][c:28]([F:36])[c:29]([C:32]([F:33])([F:34])[F:35])[cH:30][cH:31]2)[cH:24][cH:25]1.[Cs+:42].[Cs+:43]>>[CH2:1]([CH3:2])[O:3][C:4]([C:5]([CH3:6])([CH3:7])[O:8][c:9]1[c:10]([CH3:16])[cH:11][c:12]([O:15][CH2:19][c:20]2[c:21]([CH3:37])[n:22][c:23](-[c:26]3[cH:27][c:28]([F:36])[c:29]([C:32]([F:33])([F:34])[F:35])[cH:30][cH:31]3)[cH:24][cH:25]2)[cH:13][cH:14]1)=[O:17]. Reactants: ClC=1C=C2C(CN(CC2=C(C1)Cl)C)C1=CC=C(C=C1)NC(C)=O (N-(4-(6,8-dichloro-2-methyl-1,2,3,4-tetrahydroisoquinolin-4-yl)phenyl)acetamide), C[O-].[Na+] (sodium methanolate). The solvent is C(C)O (ethanol). The product is ClC=1C=C2C(CN(CC2=C(C1)Cl)C)C1=CC=C(C=C1)N (4-(6,8-dichloro-2-methyl-1,2,3,4-tetrahydroisoquinolin-4-yl)benzenamine). Reaction SMILES: [Cl:1][C:2]1[CH:3]=[C:4]2[C:9](=[C:10]([Cl:12])[CH:11]=1)[CH2:8][N:7]([CH3:13])[CH2:6][CH:5]2[C:14]1[CH:19]=[CH:18][C:17]([NH:20]C(=O)C)=[CH:16][CH:15]=1.C[O-].[Na+]>C(O)C>[Cl:1][C:2]1[CH:3]=[C:4]2[C:9](=[C:10]([Cl:12])[CH:11]=1)[CH2:8][N:7]([CH3:13])[CH2:6][CH:5]2[C:14]1[CH:19]=[CH:18][C:17]([NH2:20])=[CH:16][CH:15]=1 |f:1.2|. Reported procedure: Into a 100-mL 3-necked round-bottom flask purged and maintained with an inert atmosphere of nitrogen, was placed a solution of N-(4-(6,8-dichloro-2-methyl-1,2,3,4-tetrahydroisoquinolin-4-yl)phenyl)acetamide (2 g, 5.73 mmol, 1.00 equiv) in ethanol (20 mL). This was followed by the addition of sodium methanolate (5 g, 92.59 mmol, 16.16 equiv) in several batches, while the temperature was maintained at reflux. The resulting solution was heated to reflux overnight. The reaction was then quenched by ... Reactants: ClC1=C2CC/C(/C2=CC(=C1)F)=C\C(=O)Cl ((E)-2-(4-chloro-6-fluoro-1-indanylidene)acetyl chloride), ice, CN (methylamine). Solvent: ClCCl (dichloromethane), ClCCl (dichloromethane). Conditions: time 18 hour. Yields the product ClC1=C2CC/C(/C2=CC(=C1)F)=C\C(=O)NC ((E)-2-(4-chloro-6-fluoro-1-indanylidene)-N-Methylacetamide). Yield: 44.2%. Reaction SMILES: [Cl:1][C:2]1[CH:10]=[C:9]([F:11])[CH:8]=[C:7]2[C:3]=1[CH2:4][CH2:5]/[C:6]/2=[CH:12]\[C:13](Cl)=[O:14].[CH3:16][NH2:17]>ClCCl>[Cl:1][C:2]1[CH:10]=[C:9]([F:11])[CH:8]=[C:7]2[C:3]=1[CH2:4][CH2:5]/[C:6]/2=[CH:12]\[C:13]([NH:17][CH3:16])=[O:14]. Reported procedure: A solution of (E)-2-(4-chloro-6-fluoro-1-indanylidene)acetyl chloride (4.0 g, 0.015 mol) in dichloromethane (36 ml) was added dropwise to an ice-cold mixture of 40% aqueous methylamine (2.6 ml, 0.03mol) and dichloromethane (100 ml) and the mixture was stirred at ambient temperature for 18 h. The reaction mixture was concentrated in vacuo and the residue was partitioned between 5% aqueous sodium bicarbonate and ethyl acetate. The ethyl acetate solution was dried over sodium sulphate, filtered and...